From a dataset of the Open Reaction Database (ORD), a public repository of structured organic reaction records. describe an organic reaction: reactants, conditions, products, and yield Starting materials: N1(C=NC2=C1C=CC=C2)C2=CC=C(C=C2)C=2OC=C(N2)CO ({2-[4-(1H-benzimidazol-1-yl)phenyl]-1,3-oxazol-4-yl}methanol), S(=O)(Cl)Cl (thionyl chloride). The solvent is C(Cl)Cl (CH2Cl2), C(Cl)Cl (CH2Cl2). Run at temperature 0 celsius, time 3 hour. The product is ClCC=1N=C(OC1)C1=CC=C(C=C1)N1C=NC2=C1C=CC=C2 (1-{4-[4-(Chloromethyl)-1,3-oxazol-2-yl]phenyl}-1H-benzimidazole). RXN SMILES: [N:1]1([C:10]2[CH:15]=[CH:14][C:13]([C:16]3[O:17][CH:18]=[C:19]([CH2:21]O)[N:20]=3)=[CH:12][CH:11]=2)[C:5]2[CH:6]=[CH:7][CH:8]=[CH:9][C:4]=2[N:3]=[CH:2]1.S(Cl)([Cl:25])=O>C(Cl)Cl>[Cl:25][CH2:21][C:19]1[N:20]=[C:16]([C:13]2[CH:14]=[CH:15][C:10]([N:1]3[C:5]4[CH:6]=[CH:7][CH:8]=[CH:9][C:4]=4[N:3]=[CH:2]3)=[CH:11][CH:12]=2)[O:17][CH:18]=1. Reported procedure: A solution of {2-[4-(1H-benzimidazol-1-yl)phenyl]-1,3-oxazol-4-yl}methanol (0.35 g, 1.2 mmol) in CH2Cl2 was cooled to 0° C., treated with a solution of thionyl chloride (0.37 g, 3.0 mmol) in CH2Cl2, stirred at 0° C. for 3 h and concentrated in vacuo. The resultant residue was partitioned between CH2Cl2 and water. The organic phase was separated, washed sequentially with water and brine, dried over Na2SO4 and evaporated to dryness under reduced pressure to afford the title product, 1HNMR (CDCl3, ... Starting materials: OC1=CC=C(C(=O)C=2C=C(C(=O)OC)C=CC2)C=C1 (Methyl 3-(4-hydroxybenzoyl)benzoate), [H][H] (hydrogen). Reagents/catalysts: [Pd] (palladium on carbon). The solvent is C(C)O (ethanol). The product is OC1=CC=C(CC=2C=C(C(=O)OC)C=CC2)C=C1 (methyl 3-(4-hydroxybenzyl)benzoate). RXN SMILES: [OH:1][C:2]1[CH:19]=[CH:18][C:5]([C:6]([C:8]2[CH:9]=[C:10]([CH:15]=[CH:16][CH:17]=2)[C:11]([O:13][CH3:14])=[O:12])=O)=[CH:4][CH:3]=1.[H][H]>C(O)C.[Pd]>[OH:1][C:2]1[CH:3]=[CH:4][C:5]([CH2:6][C:8]2[CH:9]=[C:10]([CH:15]=[CH:16][CH:17]=2)[C:11]([O:13][CH3:14])=[O:12])=[CH:18][CH:19]=1. Procedure: Methyl 3-(4-hydroxybenzoyl)benzoate (0.1 mol) in absolute ethanol (500 ml) is shaken under 50 psi of hydrogen in the presence of 10% palladium on carbon (2 g). After consumption of the starting material the suspension isfiltered and evaporated to give methyl 3-(4-hydroxybenzyl)benzoate Reactants: C1=CC=CC=2C(C3=CC=CC=C3C(C12)=O)=O (anthraquinone), NC1=CC(=C(C=2C(C3=C(C(=CC(=C3C(C12)=O)N)OC1=CC=CC=C1)O)=O)O)OC1=CC=CC=C1 (1,8-diamino-4,5-dihydroxy-3,6-diphenoxyanthraquinone). Product: NC1=CC(=C(C=2C(C3=C(C(=CC(=C3C(C12)=O)N)OCCCC)O)=O)O)OCCCC (1,8-diamino-4,5-dihydroxy-3,6-di-n-butoxyanthraquinone). As a reaction SMILES: C1C2C(=O)C3C(=CC=CC=3)C(=O)C=2C=CC=1.[NH2:17][C:18]1[C:31]2[C:30](=[O:32])[C:29]3[C:24](=[C:25]([OH:41])[C:26]([O:34][C:35]4C=C[CH:38]=[CH:37][CH:36]=4)=[CH:27][C:28]=3[NH2:33])[C:23](=[O:42])[C:22]=2[C:21]([OH:43])=[C:20]([O:44][C:45]2C=C[CH:48]=[CH:47][CH:46]=2)[CH:19]=1>>[NH2:33][C:28]1[C:29]2[C:30](=[O:32])[C:31]3[C:22](=[C:21]([OH:43])[C:20]([O:44][CH2:45][CH2:46][CH2:47][CH3:48])=[CH:19][C:18]=3[NH2:17])[C:23](=[O:42])[C:24]=2[C:25]([OH:41])=[C:26]([O:34][CH2:35][CH2:36][CH2:37][CH3:38])[CH:27]=1. Reported procedure: When the process described in Example 165a is carried out and, instead of the anthraquinone derivative mentioned there, 5.7 g of 1,8-diamino-4,5-dihydroxy-3,6-diphenoxyanthraquinone (preparation see Example 351a) are used, then 4.2 g, corresponding to 80% of theory, of 1,8-diamino-4,5-dihydroxy-3,6-di-n-butoxyanthraquinone are obtained, the colour shade of which on silica gel is a blue with the Indicator Number 14. Reactants: C1(CCCCC1)N (cyclohexylamine), NC(=O)N (urea), N (ammonia). Run in O (water). Product: C1(CCCCC1)NC(=O)N (N-cyclohexylurea). Isolated yield 89.7%. Reaction SMILES: [CH:1]1([NH2:7])[CH2:6][CH2:5][CH2:4][CH2:3][CH2:2]1.[NH2:8][C:9](N)=[O:10].N>O>[CH:1]1([NH:7][C:9]([NH2:8])=[O:10])[CH2:6][CH2:5][CH2:4][CH2:3][CH2:2]1. Procedure details: 495 g (5 mols) of cyclohexylamine and 390 g (6.5 mols) of urea are heated under reflux in 750 ml of water. After the splitting-off of ammonia is complete, the mixture is cooled down and the product is filtered off with suction. After washing and drying, 638 g of N-cyclohexylurea (90% of theory) are obtained. Starting materials: Cl (hydrochloric acid), O.O.O.O.O.O.O.O.O.[S-2].[Na+].[Na+] (sodium sulphide nonahydrate), C(C)OC(C(NC(C(CCC1=CC=CC=C1)CSC(C)=O)=O)C=1SC(=CC1)CC1=CC=CC=C1)=O (2-[(5-benzyl)thien-2-yl]-N-[2-(acetylthiomethyl)-4-phenylbutyryl]glycine ethyl ester). The solvent is CO (methanol), O (water), CO (methanol). Conditions: time 20 minute. The product is C(C1=CC=CC=C1)C1=CC=C(S1)C(NC(C(CCC1=CC=CC=C1)CS)=O)C(=O)O (2-[(5-Benzyl)thien-2-yl]-N-[2-(mercaptomethyl)-4-phenylbutyryl]glycine). The yield is 73.4%. RXN SMILES: O.O.O.O.O.O.O.O.O.[S-2].[Na+].[Na+].C([O:15][C:16](=[O:47])[CH:17]([C:35]1[S:36][C:37]([CH2:40][C:41]2[CH:46]=[CH:45][CH:44]=[CH:43][CH:42]=2)=[CH:38][CH:39]=1)[NH:18][C:19](=[O:34])[CH:20]([CH2:29][S:30]C(=O)C)[CH2:21][CH2:22][C:23]1[CH:28]=[CH:27][CH:26]=[CH:25][CH:24]=1)C.Cl>O.CO>[CH2:40]([C:37]1[S:36][C:35]([CH:17]([C:16]([OH:47])=[O:15])[NH:18][C:19](=[O:34])[CH:20]([CH2:29][SH:30])[CH2:21][CH2:22][C:23]2[CH:24]=[CH:25][CH:26]=[CH:27][CH:28]=2)=[CH:39][CH:38]=1)[C:41]1[CH:42]=[CH:43][CH:44]=[CH:45][CH:46]=1 |f:0.1.2.3.4.5.6.7.8.9.10.11|. Procedure details: A solution of sodium sulphide nonahydrate (464 mg) in water (3 ml) was added to a stirred solution of 2-[(5-benzyl)thien-2-yl]-N-[2-(acetylthiomethyl)-4-phenylbutyryl]glycine ethyl ester (Description 40) (330 mg) in methanol (3 ml) under argon. Further portions of methanol (totalling 5 ml) were added over 45 min. The mixture was stirred for a further 20 min. and then dilute hydrochloric acid (2 ml) was added and the mixture partitioned between ethyl acetate and water. The organic phase was washe... The reactants are CCNCC, C#CCN1CCC(O[Si](C)(C)C(C)(C)C)C1=O, CCOCC, CC(=O)O, [Cl-], N#CBr, C1COCCO1. Yields the product CC(C)(C)[Si](C)(C)OC1CCN(CC#CCBr)C1=O. RXN SMILES: [CH2:18]([NH:19][CH2:20][CH3:21])[CH3:22].[CH3:1][C:2]([CH3:3])([CH3:4])[Si:5]([O:6][CH:7]1[C:8](=[O:15])[N:9]([CH2:12][C:13]#[CH:14])[CH2:10][CH2:11]1)([CH3:16])[CH3:17].[CH3:27][CH2:28][O:29][CH2:30][CH3:31].[CH3:38][C:39](=[O:40])[OH:41].[Cl-:23].[N:24]#[C:25][Br:26].[O:32]1[CH2:33][CH2:34][O:35][CH2:36][CH2:37]1>>[CH3:1][C:2]([CH3:3])([CH3:4])[Si:5]([O:6][CH:7]1[C:8](=[O:15])[N:9]([CH2:12][C:13]#[C:14][CH2:25][Br:26])[CH2:10][CH2:11]1)([CH3:16])[CH3:17].